This data is from the Open Reaction Database (ORD), a public repository of structured organic reaction records. The task is: describe an organic reaction: reactants, conditions, products, and yield Reactants: C1CCCCC1, COc1ccc(CC(CCC(=O)CCc2ccc(Cl)cc2)[N+](=O)[O-])cc1OC, OCCO, Cc1ccc(S(=O)(=O)O)cc1. Product: COc1ccc(CC(CCC2(CCc3ccc(Cl)cc3)OCCO2)[N+](=O)[O-])cc1OC. RXN SMILES: [CH2:44]1[CH2:45][CH2:46][CH2:47][CH2:48][CH2:49]1.[CH3:1][O:2][c:3]1[cH:4][c:5]([CH2:11][CH:12]([CH2:13][CH2:14][C:15]([CH2:16][CH2:17][c:18]2[cH:19][cH:20][c:21]([Cl:24])[cH:22][cH:23]2)=[O:25])[N+:26](=[O:27])[O-:28])[cH:6][cH:7][c:8]1[O:9][CH3:10].[OH:40][CH2:41][CH2:42][OH:43].[c:29]1([CH3:30])[cH:31][cH:32][c:33]([S:34]([OH:35])(=[O:36])=[O:37])[cH:38][cH:39]1>>[CH3:1][O:2][c:3]1[cH:4][c:5]([CH2:11][CH:12]([CH2:13][CH2:14][C:15]2([CH2:16][CH2:17][c:18]3[cH:19][cH:20][c:21]([Cl:24])[cH:22][cH:23]3)[O:25][CH2:42][CH2:41][O:40]2)[N+:26](=[O:27])[O-:28])[cH:6][cH:7][c:8]1[O:9][CH3:10]. The reactants are C1=CC=C(C(=C1)[N+](=O)[O-])OC2C(C(C(C(O2)CO)O)O)O (o-nitrophenyl-β-D-galactopyranoside), C(=O)([O-])[O-].[Na+].[Na+] (Na2CO3). Yields the product [N+](=O)([O-])C1=C(C=CC=C1)O (o-nitrophenol). As a reaction SMILES: [CH:1]1[CH:6]=[C:5]([N+:7]([O-:9])=[O:8])[C:4]([O:10]C2OC(CO)C(O)C(O)C2O)=[CH:3][CH:2]=1.C([O-])([O-])=O.[Na+].[Na+]>>[N+:7]([C:5]1[CH:6]=[CH:1][CH:2]=[CH:3][C:4]=1[OH:10])([O-:9])=[O:8] |f:1.2.3|. Procedure details: β-Galactosidase Assay. An aliquot of the 14,000 g supernatant from the lysed transfected cells (15-25 μg protein) was incubated at 28° C. for 15-60 minutes with 0.67 mg/ml o-nitrophenyl-β-D-galactopyranoside in a final volume of 1.2 ml (Lee et al., 1984). Reactions were stopped with 0.5 ml 1M Na2CO3, and the amount of o-nitrophenol formed was measured spectrophotometrically at 420 nm. The reactants are FC=1C=CC(=C2C=C(NC12)C(=O)OCC)OC (ethyl 7-fluoro-4-methoxy-1H-indole-2-carboxylate), [OH-].[K+] (KOH), Cl (HCl). The solvent is C(C)O (ethanol). Run at time 12 hour. Product: FC=1C=CC(=C2C=C(NC12)C(=O)O)OC (7-Fluoro-4-methoxy-1H-indole-2-carboxylic acid). Yield: 62.3%. Reaction SMILES: [F:1][C:2]1[CH:3]=[CH:4][C:5]([O:16][CH3:17])=[C:6]2[C:10]=1[NH:9][C:8]([C:11]([O:13]CC)=[O:12])=[CH:7]2.[OH-].[K+].Cl>C(O)C>[F:1][C:2]1[CH:3]=[CH:4][C:5]([O:16][CH3:17])=[C:6]2[C:10]=1[NH:9][C:8]([C:11]([OH:13])=[O:12])=[CH:7]2 |f:1.2|. Procedure: To a solution of ethyl 7-fluoro-4-methoxy-1H-indole-2-carboxylate (1.00 g, 4.22 mmol) in ethanol was added KOH (473 mg, 8.43 mmol). The reaction was stirred at room temperature for 12 hours, cooled to 0° C. and acidified with 1 N HCl. The mixture was extracted with EtOAc and CH2Cl2. The combined organic extracts were dried over Na2SO4, filtered and concentrated to afford the title compound (550 mg, 62%). The reactants are ClC1=C2CC[C@H]3[C@]45[C@H](C[C@@H]([C@@]4(C)CC[C@@H]3[C@]2(CCC1=O)C)O)C5 (4-Chloro-17β-hydroxy-14α,15α-methylene-androst-4-ene-3-one), Br (hydrobromic acid). Product: BrC1=C2CC[C@H]3[C@]45[C@H](C[C@@H]([C@@]4(C)CC[C@@H]3[C@]2(CCC1=O)C)O)C5 (4-Bromo-17β-hydroxy-14α,15α-methylene-androst-4-ene-3-one). Reaction SMILES: Cl[C:2]1[C:19](=[O:20])[CH2:18][CH2:17][C@@:16]2([CH3:21])[C:3]=1[CH2:4][CH2:5][C@@H:6]1[C@@H:15]2[CH2:14][CH2:13][C@@:11]2([CH3:12])[C@@:7]31[CH2:23][C@H:8]3[CH2:9][C@@H:10]2[OH:22].[BrH:24]>>[Br:24][C:2]1[C:19](=[O:20])[CH2:18][CH2:17][C@@:16]2([CH3:21])[C:3]=1[CH2:4][CH2:5][C@@H:6]1[C@@H:15]2[CH2:14][CH2:13][C@@:11]2([CH3:12])[C@@:7]31[CH2:23][C@H:8]3[CH2:9][C@@H:10]2[OH:22]. Procedure details: The target compound is synthesized in a manner similar to the synthesis of 4-Chloro-17β-hydroxy-14α,15α-methylene-androst-4-ene-3-one, 48% hydrobromic acid being used instead of hydrochloric acid. The reactants are FCC1(C2=C(B(O1)O)C=CC(=C2)C=O)CF (3,3-bis(fluoromethyl)-1-hydroxy-1,3-dihydrobenzo[c][1,2]oxaborole-5-carbaldehyde), NO.Cl (NH2OH.HCl), CC(=O)[O-].[Na+] (NaOAc). Run in C1CCOC1 (THF), O (H2O), O (H2O). Conditions: time 8 hour. The product is FCC1(C2=C(B(O1)O)C=CC(=C2)/C=N/O)CF ((E)-3,3-bis(fluoromethyl)-1-hydroxy-1,3-dihydrobenzo[c][1,2]oxaborole-5-carbaldehyde oxime). Reaction SMILES: [F:1][CH2:2][C:3]1([CH2:15][F:16])[O:7][B:6]([OH:8])[C:5]2[CH:9]=[CH:10][C:11]([CH:13]=O)=[CH:12][C:4]1=2.[NH2:17][OH:18].Cl.CC([O-])=O.[Na+]>C1COCC1.O>[F:1][CH2:2][C:3]1([CH2:15][F:16])[O:7][B:6]([OH:8])[C:5]2[CH:9]=[CH:10][C:11](/[CH:13]=[N:17]/[OH:18])=[CH:12][C:4]1=2 |f:1.2,3.4|. Procedure details: To a mixture of 3,3-bis(fluoromethyl)-1-hydroxy-1,3-dihydrobenzo[c][1,2]oxaborole-5-carbaldehyde (400 mg, 1.77 mmol) and NH2OH.HCl (148 mg, 2.12 mmol) in THF (25 mL) and H2O (5 mL) at rt was added NaOAc (203 mg, 2.48 mmol). The mixture was stirred at rt overnight, diluted with H2O and extracted with EA (50 mL×2). The combined organic layers were washed with brine, dried over Na2SO4, filtered and concentrated under reduced pressure. The crude product (440 mg) was used directly in the next step wi... The reactants are S=C1SC2=C(N1CC#N)C=CC=C2 (2-thioxo-3-benzothiazolineacetonitrile), S(O)(O)(=O)=O (sulfuric acid), O (water). Run at temperature 25 celsius, time 30 minute. Yields the product S=C1SC2=C(N1CC(=O)O)C=CC=C2 (2-thioxo-3(2H)-benzothiazoleacetic acid). Isolated yield 90.0%. RXN SMILES: [S:1]=[C:2]1[N:6]([CH2:7][C:8]#N)[C:5]2[CH:10]=[CH:11][CH:12]=[CH:13][C:4]=2[S:3]1.S(=O)(=O)(O)[OH:15].[OH2:19]>>[S:1]=[C:2]1[N:6]([CH2:7][C:8]([OH:15])=[O:19])[C:5]2[CH:10]=[CH:11][CH:12]=[CH:13][C:4]=2[S:3]1. Procedure details: A stirred slurry containing 10.3 g (0.05 mol) of 2-thioxo-3-benzothiazolineacetonitrile and 150 ml of 30% sulfuric acid (by volume) was heated at reflux for 2 hours. After cooling to 25° C., 800 ml of water was added and stirring was continued for 30 minutes at 25°-30° C. The solid was collected by filtration, washed with water until neutral to litmus, and air-dried at 25°-30° C. The product, 2-thioxo-3(2H)-benzothiazoleacetic acid was obtained in 90% yield , m.p. 187°-189° C. After recrystalliz...